The task is: describe an organic reaction: reactants, conditions, products, and yield. This data is from the Open Reaction Database (ORD), a public repository of structured organic reaction records. Reactants: OB1OC(C2=C1C=C(C=C2)C=O)(C)C (1-hydroxy-3,3-dimethyl-1,3-dihydrobenzo[c][1,2]oxaborole-6-carbaldehyde), NO.Cl (NH2OH.HCl), CC(=O)[O-].[Na+] (NaOAc). Run in C1CCOC1 (THF), O (H2O), O (H2O). Run at time 2 hour. Product: OB1OC(C2=C1C=C(C=C2)/C=N/O)(C)C ((E)-1-hydroxy-3,3-dimethyl-1,3-dihydrobenzo[c][1,2]oxaborole-6-carbaldehyde oxime). RXN SMILES: [OH:1][B:2]1[C:6]2[CH:7]=[C:8]([CH:11]=O)[CH:9]=[CH:10][C:5]=2[C:4]([CH3:14])([CH3:13])[O:3]1.[NH2:15][OH:16].Cl.CC([O-])=O.[Na+]>C1COCC1.O>[OH:1][B:2]1[C:6]2[CH:7]=[C:8](/[CH:11]=[N:15]/[OH:16])[CH:9]=[CH:10][C:5]=2[C:4]([CH3:14])([CH3:13])[O:3]1 |f:1.2,3.4|. Procedure: To a solution of 1-hydroxy-3,3-dimethyl-1,3-dihydrobenzo[c][1,2]oxaborole-6-carbaldehyde (9.0 g, 47.4 mmol) and NH2OH.HCl (3.92 g, 56.9 mmol) in THF (100 mL) and H2O (25 mL) at rt was added NaOAc (5.83 g, 71.1 mmol). The reaction mixture was stirred for 2 h and diluted with H2O. The mixture was extracted with EA and the organic layer was separated. The organic solution was washed with brine, dried over Na2SO4, filtered and concentrated under reduced pressure to give crude compound (E)-1-hydroxy-... Reactants: ice water, ClC1=C(OC2=NC=CC=C2O)C=C(C(=C1)F)N1C(N(C(=CC1=O)C(F)(F)F)C)=O (2-{2-chloro-4-fluoro-5-[3-methyl-2,6-dioxo-4-(trifluoromethyl)-1,2,3,6-tetrahydropyrimidin-1-yl]phenoxy}-3-hydroxypyridine), BrC(C(=O)OC)C (methyl 2-bromopropionate), C([O-])([O-])=O.[K+].[K+] (potassium carbonate). Solvent: C(C)#N (acetonitrile). Reaction conditions: temperature 60 celsius, time 2 hour. Product: ClC1=C(OC2=NC=CC=C2OC(C)C(=O)OC)C=C(C(=C1)F)N1C(N(C(=CC1=O)C(F)(F)F)C)=O (2-{2-chloro-4-fluoro-5-[3-methyl-2,6-dioxo-4-(trifluoromethyl)-1,2,3,6-tetrahydropyrimidin-1-yl]phenoxy}-3-{1-(methoxycarbonyl)ethoxy}pyridine). The yield is 32.1%. Reaction SMILES: [Cl:1][C:2]1[CH:15]=[C:14]([F:16])[C:13]([N:17]2[C:22](=[O:23])[CH:21]=[C:20]([C:24]([F:27])([F:26])[F:25])[N:19]([CH3:28])[C:18]2=[O:29])=[CH:12][C:3]=1[O:4][C:5]1[C:10]([OH:11])=[CH:9][CH:8]=[CH:7][N:6]=1.Br[CH:31]([CH3:36])[C:32]([O:34][CH3:35])=[O:33].C(=O)([O-])[O-].[K+].[K+]>C(#N)C>[Cl:1][C:2]1[CH:15]=[C:14]([F:16])[C:13]([N:17]2[C:22](=[O:23])[CH:21]=[C:20]([C:24]([F:27])([F:26])[F:25])[N:19]([CH3:28])[C:18]2=[O:29])=[CH:12][C:3]=1[O:4][C:5]1[C:10]([O:11][CH:31]([C:32]([O:34][CH3:35])=[O:33])[CH3:36])=[CH:9][CH:8]=[CH:7][N:6]=1 |f:2.3.4|. Reported procedure: 200 mg of 2-{2-chloro-4-fluoro-5-[3-methyl-2,6-dioxo-4-(trifluoromethyl)-1,2,3,6-tetrahydropyrimidin-1-yl]phenoxy}-3-hydroxypyridine and 80 mg of methyl 2-bromopropionate were dissolved in acetonitrile, to this was added 66 mg of potassium carbonate, and the mixture was stirred for 2 hours at 60° C. This reaction solution was poured into ice water, and extracted with ethyl acetate. The organic layer was washed with saturated saline, dried over anhydrous magnesium sulfate, and concentrated. The r... The reactants are COC1=C(C=CC=C1)C1=NN(C2=NC=C(C=C21)B2OC(C(O2)(C)C)(C)C)COC(C(C)(C)C)=O (2,2-dimethyl-propionic acid 3-(2-methoxy-phenyl)-5-(4,4,5,5-tetramethyl-[1,3,2]dioxaborolan-2-yl)-pyrazolo[3,4-b]pyridin-1-ylmethyl ester), BrC=1C=C(C=CC1)C(C(=O)O)O ((±)-(3-bromo-phenyl)-hydroxy-acetic acid). Reagents/catalysts: C1=CC=C(C=C1)[PH+](C2=CC=CC=C2)[C]3[CH][CH][CH][CH]3.C1=CC=C(C=C1)[PH+](C2=CC=CC=C2)[C]3[CH][CH][CH][CH]3.C(Cl)Cl.Cl[Pd]Cl.[Fe] (dichloro[1,1′-bis(diphenylphosphino)ferrocene]palladium(II) dichloromethane adduct). Solvent: C1CCOC1.C(C)#N (THF Acetonitrile). Run at temperature 100 celsius, time 4 hour. Product: OC(C(=O)O)C1=CC(=CC=C1)C=1C=C2C(=NC1)N(N=C2C2=C(C=CC=C2)OC)CO (hydroxy-{3-[1-hydroxymethyl-3-(2-methoxy-phenyl)-1H-pyrazolo[3,4-b]pyridin-5-yl]-phenyl}-acetic acid). Yield: 43.2%. RXN SMILES: [CH3:1][O:2][C:3]1[CH:8]=[CH:7][CH:6]=[CH:5][C:4]=1[C:9]1[C:17]2[C:12](=[N:13][CH:14]=[C:15](B3OC(C)(C)C(C)(C)O3)[CH:16]=2)[N:11]([CH2:27][O:28]C(=O)C(C)(C)C)[N:10]=1.Br[C:36]1[CH:37]=[C:38]([CH:42]([OH:46])[C:43]([OH:45])=[O:44])[CH:39]=[CH:40][CH:41]=1>C1COCC1.C(#N)C.C1C=CC([PH+]([C]2[CH][CH][CH][CH]2)C2C=CC=CC=2)=CC=1.C1C=CC([PH+]([C]2[CH][CH][CH][CH]2)C2C=CC=CC=2)=CC=1.C(Cl)Cl.Cl[Pd]Cl.[Fe]>[OH:46][CH:42]([C:38]1[CH:39]=[CH:40][CH:41]=[C:36]([C:15]2[CH:16]=[C:17]3[C:9]([C:4]4[CH:5]=[CH:6][CH:7]=[CH:8][C:3]=4[O:2][CH3:1])=[N:10][N:11]([CH2:27][OH:28])[C:12]3=[N:13][CH:14]=2)[CH:37]=1)[C:43]([OH:45])=[O:44] |f:2.3,4.5.6.7.8,^1:59,60,61,62,63,77,78,79,80,81|. Reported procedure: A mixture of 2,2-dimethyl-propionic acid 3-(2-methoxy-phenyl)-5-(4,4,5,5-tetramethyl-[1,3,2]dioxaborolan-2-yl)-pyrazolo[3,4-b]pyridin-1-ylmethyl ester (4.5 g, 9.7 mmol), (±)-(3-bromo-phenyl)-hydroxy-acetic acid (2.7 g, 11.6 mmol), and dichloro[1,1′-bis(diphenylphosphino)ferrocene]palladium(II) dichloromethane adduct (355 mg, 0.5 mmol) in THF/Acetonitrile/saturated NaHCO3 (20 ml/20 ml/50 ml) was stirred at 100° C. for 4 hours. The mixture was allowed to cool down to room temperature and then extr...